Dataset: the Open Reaction Database (ORD), a public repository of structured organic reaction records. Task: describe an organic reaction: reactants, conditions, products, and yield Starting materials: CC(=O)OC(C)=O, CC(=O)O, O=Cc1c(Cl)[nH]c2ccccc12, O=[N+]([O-])O. Product: O=Cc1c(Cl)[nH]c2ccc([N+](=O)[O-])cc12. As a reaction SMILES: [CH3:13][C:14]([O:15][C:16](=[O:17])[CH3:18])=[O:19].[CH3:24][C:25](=[O:26])[OH:27].[Cl:1][c:2]1[nH:3][c:4]2[cH:5][cH:6][cH:7][cH:8][c:9]2[c:10]1[CH:11]=[O:12].[OH:20][N+:21]([O-:22])=[O:23]>>[Cl:1][c:2]1[nH:3][c:4]2[cH:5][cH:6][c:7]([N+:21](=[O:20])[O-:22])[cH:8][c:9]2[c:10]1[CH:11]=[O:12]. Starting materials: N[C@H]([C@H](C[C@@H](CC1=CC=C(C=C1)C1=NC=CC=C1)NC(=O)[C@H](C(C)(C)C)NC(OC)=O)O)CC1=CC=CC=C1 (methyl(1S)-1-[({(1R,3S,4S)-4-amino-3-hydroxy-5-phenyl-1-[4-(2-pyridinyl)benzyl]pentyl}amino)carbonyl]-2,2-dimethylpropylcarbamate), C[C@H]([C@@H](C(=O)O)N1C(NCC1)=O)CC ((2S,3S)-3-methyl-2-(2-oxoimidazolidin-1-yl)pentanoic acid), CCOP(=O)(OCC)ON1C(=O)C2=C(C=CC=C2)N=N1 (DEPBT), C(C)(C)N(C(C)C)CC (N,N-diisopropylethylamine). The solvent is O1CCCC1 (tetrahydrofuran). Run at temperature 25 celsius, time 12 hour. Product: O[C@@H](C[C@@H](CC1=CC=C(C=C1)C1=NC=CC=C1)NC(=O)[C@H](C(C)(C)C)NC(OC)=O)[C@H](CC1=CC=CC=C1)NC([C@H]([C@H](CC)C)N1C(NCC1)=O)=O (methyl(1S)-1-({[(1R,3S,4S)-3-hydroxy-4-{[(2S,3S)-3-methyl-2-(2-oxoimidazolidin-1-yl)pentanoyl]amino}-5-phenyl-1-(4-pyridin-2-ylbenzyl)pentyl]amino}carbonyl)-2,2-dimethylpropylcarbamate). Isolated yield 69.9%. RXN SMILES: [NH2:1][C@@H:2]([CH2:33][C:34]1[CH:39]=[CH:38][CH:37]=[CH:36][CH:35]=1)[C@@H:3]([OH:32])[CH2:4][C@H:5]([NH:19][C:20]([C@@H:22]([NH:27][C:28](=[O:31])[O:29][CH3:30])[C:23]([CH3:26])([CH3:25])[CH3:24])=[O:21])[CH2:6][C:7]1[CH:12]=[CH:11][C:10]([C:13]2[CH:18]=[CH:17][CH:16]=[CH:15][N:14]=2)=[CH:9][CH:8]=1.[CH3:40][C@@H:41]([CH2:52][CH3:53])[C@H:42]([N:46]1[CH2:50][CH2:49][NH:48][C:47]1=[O:51])[C:43](O)=[O:44].CCOP(ON1N=NC2C=CC=CC=2C1=O)(OCC)=O.C(N(CC)C(C)C)(C)C>O1CCCC1>[OH:32][C@H:3]([C@@H:2]([NH:1][C:43](=[O:44])[C@@H:42]([N:46]1[CH2:50][CH2:49][NH:48][C:47]1=[O:51])[C@@H:41]([CH3:40])[CH2:52][CH3:53])[CH2:33][C:34]1[CH:35]=[CH:36][CH:37]=[CH:38][CH:39]=1)[CH2:4][C@H:5]([NH:19][C:20]([C@@H:22]([NH:27][C:28](=[O:31])[O:29][CH3:30])[C:23]([CH3:26])([CH3:25])[CH3:24])=[O:21])[CH2:6][C:7]1[CH:12]=[CH:11][C:10]([C:13]2[CH:18]=[CH:17][CH:16]=[CH:15][N:14]=2)=[CH:9][CH:8]=1. Procedure details: A solution of the product of Example 1H (0.020 g, 0.038 mmol) in tetrahydrofuran (0.40 mL) was treated with the product from Example 161B (0.0075 g, 0.038 mmol), DEPBT (0.017 g, 0.057 mmol), and N,N-diisopropylethylamine (0.035 mL, 0.201 mmol), stirred at 25° C. for 12 hours and partitioned between ethyl acetate and 10% Na2CO3 solution. The organic layer was washed with additional 10% Na2CO3 solution and brine, dried over MgSO4, filtered and concentrated. The residue was chromatographed on silic... The reactants are ClC1=CC2=C(C3=C(CN=C2C2=C(C=CC=C2)Cl)C=NN3)C=C1 (8-chloro-6-(2-chlorophenyl) 1H,4H-pyrazolo[4,3-d](2)benzazepine), CN(C(=O)Cl)C (dimethylcarbamoyl chloride), N1=CC=CC=C1 (pyridine). Product: ClC1=CC2=C(C=3C(CN=C2C2=C(C=CC=C2)Cl)=CN(N3)C(N(C)C)=O)C=C1 (8-chloro-6-(2-chlorophenyl)-2-dimethylcarbamoyl-2H,4H-pyrazolo[4,3-d](2)benzazepine). Solvent: C(Cl)Cl (methylene chloride), C(Cl)Cl (methylene chloride). Reaction conditions: time 2 hour. Reaction SMILES: [Cl:1][C:2]1[CH:22]=[CH:21][C:5]2[C:6]3[NH:20][N:19]=[CH:18][C:7]=3[CH2:8][N:9]=[C:10]([C:11]3[CH:16]=[CH:15][CH:14]=[CH:13][C:12]=3[Cl:17])[C:4]=2[CH:3]=1.[CH3:23][N:24]([CH3:28])[C:25](Cl)=[O:26].N1C=CC=CC=1>C(Cl)Cl>[Cl:1][C:2]1[CH:22]=[CH:21][C:5]2[C:6]3[C:7](=[CH:18][N:19]([C:25](=[O:26])[N:24]([CH3:28])[CH3:23])[N:20]=3)[CH2:8][N:9]=[C:10]([C:11]3[CH:16]=[CH:15][CH:14]=[CH:13][C:12]=3[Cl:17])[C:4]=2[CH:3]=1. Reported procedure: To the solution of 0.33 g of 8-chloro-6-(2-chlorophenyl) 1H,4H-pyrazolo[4,3-d](2)benzazepine in 10 ml of methylene chloride, the mixture of 0.16 g of dimethylcarbamoyl chloride and 0.15 g of pyridine is added and the whole stirred for 2 hours at room temperature. The mixture is diluted with methylene chloride, washed with ice-cold aqueous sodium carbonate, dried and evaporated under reduced pressure. The residue is chromatographed on silica gel and eluted with benzene-methanol(95:5), to yield th... The reactants are CC(C)=O, CC(C)=O, CCC(c1ccccc1)c1cc(C(=O)OC)n(C)c1C=O, [K+], O=[Mn](=O)(=O)[O-], [Na+], [Na+], O=[Mn](=O)(=O)[O-], O, O, O=S([O-])[O-]. Yields the product CCC(c1ccccc1)c1cc(C(=O)OC)n(C)c1C(=O)O. RXN SMILES: [CH3:39][C:40](=[O:41])[CH3:42].[CH3:45][C:46]([CH3:47])=[O:48].[CH:1](=[O:2])[c:3]1[c:4]([CH:13]([CH2:14][CH3:15])[c:16]2[cH:17][cH:18][cH:19][cH:20][cH:21]2)[cH:5][c:6]([C:9](=[O:10])[O:11][CH3:12])[n:7]1[CH3:8].[K+:27].[Mn:22](=[O:23])([O-:24])(=[O:25])=[O:26].[Na+:32].[Na+:33].[O-:34][Mn:35](=[O:36])(=[O:37])=[O:38].[OH2:43].[OH2:44].[S:28]([O-:29])([O-:30])=[O:31]>>[C:1](=[O:2])([c:3]1[c:4]([CH:13]([CH2:14][CH3:15])[c:16]2[cH:17][cH:18][cH:19][cH:20][cH:21]2)[cH:5][c:6]([C:9](=[O:10])[O:11][CH3:12])[n:7]1[CH3:8])[OH:23]. Product: C(C1=CC=CC=C1)OC(=O)C1(CC1)C(NC1=C(C=C(C=C1)OC1=CC(=NC=C1)N)F)=O (1-[4-(2-Aminopyridin-4-yloxy)-2-fluorophenylcarbamoyl]cyclopropanecarboxylic acid benzyl ester). Procedure details: 1-[4-(2-Carbamoylpyridin-4-yloxy)-2-fluorophenylcarbamoyl]cyclopropanecarboxylic acid benzyl ester (17.9 g) was dissolved in N-methyl-2-pyrrolidone (125 ml) at room temperature, and water (7.2 ml) was added. Iodobenzene diacetate (14.1 g) was added with stirring at room temperature, followed by stirring for 4 hours and 7 minutes. Ethyl acetate (268 ml) and a 1N aqueous solution of sodium hydroxide (179 ml) were added to the reaction mixture, and the layers were separated. The organic layer was w... Run in C(C)(=O)OCC (Ethyl acetate). Reaction SMILES: [CH2:1]([O:8][C:9]([C:11]1([C:14](=[O:33])[NH:15][C:16]2[CH:21]=[CH:20][C:19]([O:22][C:23]3[CH:28]=[CH:27][N:26]=[C:25](C(=O)N)[CH:24]=3)=[CH:18][C:17]=2[F:32])[CH2:13][CH2:12]1)=[O:10])[C:2]1[CH:7]=[CH:6][CH:5]=[CH:4][CH:3]=1.O.C(O)(=O)C.C(O)(=O)C.IC1C=CC=CC=1.[OH-].[Na+].C[N:53]1CCCC1=O>C(OCC)(=O)C>[CH2:1]([O:8][C:9]([C:11]1([C:14](=[O:33])[NH:15][C:16]2[CH:21]=[CH:20][C:19]([O:22][C:23]3[CH:28]=[CH:27][N:26]=[C:25]([NH2:53])[CH:24]=3)=[CH:18][C:17]=2[F:32])[CH2:12][CH2:13]1)=[O:10])[C:2]1[CH:3]=[CH:4][CH:5]=[CH:6][CH:7]=1 |f:2.3.4,5.6|. Reactants: aqueous solution, [OH-].[Na+] (sodium hydroxide), C(C1=CC=CC=C1)OC(=O)C1(CC1)C(NC1=C(C=C(C=C1)OC1=CC(=NC=C1)C(N)=O)F)=O (1-[4-(2-Carbamoylpyridin-4-yloxy)-2-fluorophenylcarbamoyl]cyclopropanecarboxylic acid benzyl ester), CN1C(CCC1)=O (N-methyl-2-pyrrolidone), O (water), C(C)(=O)O.C(C)(=O)O.IC1=CC=CC=C1 (Iodobenzene diacetate). The reactants are Cl.CC1=CC=C(CC2CCNCC2)C=C1 (4-(4-methylbenzyl)piperidine hydrochloride), C(C1=CC=CC=C1)OC1=C(C=C(OCCBr)C=C1)F (2-(4-benzoxy-3-fluorophenoxy)ethyl bromide), C([O-])([O-])=O.[K+].[K+] (potassium carbonate), solid. Product: Cl.OC1=C(C=C(OCCN2CCC(CC2)CC2=CC=C(C=C2)C)C=C1)F (1-[2-(4-Hydroxy-3-fluorophenoxy)ethyl]-4-(4-methylbenzyl)piperidine hydrochloride). As a reaction SMILES: [ClH:1].[CH3:2][C:3]1[CH:15]=[CH:14][C:6]([CH2:7][CH:8]2[CH2:13][CH2:12][NH:11][CH2:10][CH2:9]2)=[CH:5][CH:4]=1.C([O:23][C:24]1[CH:33]=[CH:32][C:27]([O:28][CH2:29][CH2:30]Br)=[CH:26][C:25]=1[F:34])C1C=CC=CC=1.C(=O)([O-])[O-].[K+].[K+]>>[ClH:1].[OH:23][C:24]1[CH:33]=[CH:32][C:27]([O:28][CH2:29][CH2:30][N:11]2[CH2:12][CH2:13][CH:8]([CH2:7][C:6]3[CH:5]=[CH:4][C:3]([CH3:2])=[CH:15][CH:14]=3)[CH2:9][CH2:10]2)=[CH:26][C:25]=1[F:34] |f:0.1,3.4.5,6.7|. Reported procedure: The title compound was prepared from 4-(4-methylbenzyl)piperidine hydrochloride (347 mg, 1.54 mmol), 2-(4-benzoxy-3-fluorophenoxy)ethyl bromide (499 mg, 1.54 mmol) and potassium carbonate (531 mg, 3.85 mmol) in two steps as white-off solid (272 mg): mp 148-150° C. 1H NMR (CD3OD) 1.38 (m, 2 H), 1.699 (m, 3 H), 2.100 (s, 3 H), 2.375(d, J=6.3 Hz, 2 H), 2.834 (m, 2 H), 3.307 (m, 2 H), 3.427 (d, J=11.7 Hz, 2 H), 4.078 (t, J=4.8 Hz, 2 H), 6.48 (m, 1 H), 6.638 (m, 2 H), 6.844 (m, 4 H). Anal. Calcd for ...